The task is: describe an organic reaction: reactants, conditions, products, and yield. This data is from the Open Reaction Database (ORD), a public repository of structured organic reaction records. Starting materials: FC1=NC=CC(=C1)I (2-fluoro-4-iodopyridine), [N+](=O)([O-])C=1C=C(N)C=CC1 (3-nitroaniline), C(=O)([O-])[O-].[Cs+].[Cs+] (Cs2CO3). Run in CN(C)C=O (DMF), CCOC(=O)C (EtOAc). Run at temperature 130 celsius. Yields the product IC1=CC(=NC=C1)NC1=CC(=CC=C1)[N+](=O)[O-] (4-Iodo-N-(3-nitrophenyl)pyridine-2-amine). The yield is 16.0%. RXN SMILES: F[C:2]1[CH:7]=[C:6]([I:8])[CH:5]=[CH:4][N:3]=1.[N+:9]([C:12]1[CH:13]=[C:14]([CH:16]=[CH:17][CH:18]=1)[NH2:15])([O-:11])=[O:10].C([O-])([O-])=O.[Cs+].[Cs+]>CN(C=O)C.CCOC(C)=O>[I:8][C:6]1[CH:5]=[CH:4][N:3]=[C:2]([NH:15][C:14]2[CH:16]=[CH:17][CH:18]=[C:12]([N+:9]([O-:11])=[O:10])[CH:13]=2)[CH:7]=1 |f:2.3.4|. Procedure: A mixture of 2-fluoro-4-iodopyridine (500 mg, 2.24 mmol), 3-nitroaniline (620 mg, 4.49 mmol), and Cs2CO3 (1460 mg, 4.48 mmol) in dry DMF (12.5 mL) was heated for 1 h at 130° C. in a microwave oven. The mixture was diluted with EtOAc and washed twice with brine. The organic layer was dried over MgSO4 and concentrated under reduced pressure, and the residue was purified by flash chromatography on silica gel (DCM/MeOH 100:0 to 95:5) to yield the desired product A5 as a white solid (122 mg, 16%). 1H... Reactants: C(C)OC(=O)C=1C(=C2C(=C(N1)C#N)N(C(=C2Br)Br)CC2=C(C=CC=C2)OC)O (2,3-dibromo-7-cyano-1-(2-methoxy-benzyl)-4-hydroxy-1H-pyrrolo[2,3-c]pyridine-5-carboxylic acid ethyl ester), C(=O)[O-].[NH4+] (ammonium formate). The reagents and catalysts are [Pd] (Pd/C). Yields the product C(C)OC(=O)C=1C(=C2C(=C(N1)C#N)N(C=C2)CC2=C(C=CC=C2)OC)O (7-Cyano-1-(2-methoxy-benzyl)-4-hydroxy-1H-pyrrolo[2,3-c]pyridine-5-carboxylic acid ethyl ester). RXN SMILES: [CH2:1]([O:3][C:4]([C:6]1[C:7]([OH:28])=[C:8]2[C:16](Br)=[C:15](Br)[N:14]([CH2:19][C:20]3[CH:25]=[CH:24][CH:23]=[CH:22][C:21]=3[O:26][CH3:27])[C:9]2=[C:10]([C:12]#[N:13])[N:11]=1)=[O:5])[CH3:2].C([O-])=O.[NH4+]>[Pd]>[CH2:1]([O:3][C:4]([C:6]1[C:7]([OH:28])=[C:8]2[CH:16]=[CH:15][N:14]([CH2:19][C:20]3[CH:25]=[CH:24][CH:23]=[CH:22][C:21]=3[O:26][CH3:27])[C:9]2=[C:10]([C:12]#[N:13])[N:11]=1)=[O:5])[CH3:2] |f:1.2|. Procedure: Prepared in analogy to that of Example 6(a) from 2,3-dibromo-7-cyano-1-(2-methoxy-benzyl)-4-hydroxy-1H-pyrrolo[2,3-c]pyridine-5-carboxylic acid ethyl ester, ammonium formate and Pd/C. The title compound, ESI MS (m/z): 352 (M+H)+. The reactants are CO, Cl, Cl, CCOC(=O)C(C)Oc1ccc(C(=O)CN)cc1. Product: Cl, COC(=O)C(C)Oc1ccc(C(=O)CN)cc1. As a reaction SMILES: [CH3:21][OH:22].[ClH:1].[ClH:20].[NH2:2][CH2:3][C:4](=[O:5])[c:6]1[cH:7][cH:8][c:9]([O:10][CH:11]([C:12](=[O:13])[O:14][CH2:15][CH3:16])[CH3:17])[cH:18][cH:19]1>>[ClH:1].[NH2:2][CH2:3][C:4](=[O:5])[c:6]1[cH:7][cH:8][c:9]([O:10][CH:11]([C:12](=[O:13])[O:14][CH3:15])[CH3:17])[cH:18][cH:19]1. The reactants are CCS, CN(C)C=O, Cl, Cc1c(C(=O)O)ccc(C(F)(F)F)c1F, [H-], [Na+]. Product: CCSc1c(C(F)(F)F)ccc(C(=O)O)c1C. RXN SMILES: [CH2:18]([CH3:19])[SH:20].[CH3:22][N:23]([CH3:24])[CH:25]=[O:26].[ClH:21].[F:1][c:2]1[c:3]([CH3:15])[c:4]([C:5](=[O:6])[OH:7])[cH:8][cH:9][c:10]1[C:11]([F:12])([F:13])[F:14].[H-:17].[Na+:16]>>[c:2]1([S:20][CH2:18][CH3:19])[c:3]([CH3:15])[c:4]([C:5](=[O:6])[OH:7])[cH:8][cH:9][c:10]1[C:11]([F:12])([F:13])[F:14]. Reactants: C[SiH](Cl)Cl (MeSiHCl2), [SiH](Cl)(Cl)Cl (Cl3SiH), C(C(C)=C)Cl (methallyl chloride). The reagents and catalysts are Pt. Product: C[Si](Cl)(Cl)CC(C)CCl (MeSiCl2CH2CHMeCH2Cl), [Si](Cl)(Cl)(Cl)CC(C)CCl (Cl3SiCH2CHMeCH2Cl). Isolated yield 21.5%. Reaction SMILES: [SiH:1]([Cl:4])([Cl:3])[Cl:2].[CH2:5]([Cl:9])[C:6](=[CH2:8])[CH3:7].[CH3:10][SiH:11]([Cl:13])[Cl:12]>>[CH3:10][Si:11]([CH2:8][CH:6]([CH2:5][Cl:9])[CH3:7])([Cl:13])[Cl:12].[Si:1]([CH2:7][CH:6]([CH2:5][Cl:9])[CH3:8])([Cl:4])([Cl:3])[Cl:2]. Procedure details: In a 100 ml apparatus, there as combined 13.6 g (0.1 mol) of Cl3SiH, 9.1 g (0.1 mol) of methallyl chloride, and 11.5 g (0.1 mol) of MeSiHCl2, followed by 0.05 ml Pt catalyst solution at 21° C. Gentle heating caused an exothermic reaction to 52° C. in 22 min. The complete reaction was vacuum distilled, yielding 14.14 g (68.8%) of MeSiCl2CH2CHMeCH2Cl and 4.86 g (21.5%) of Cl3SiCH2CHMeCH2Cl. This example indicates that at the equimolar level, neither Cl3SiH nor MeSiHCl2 is an effective promoter for...